From a dataset of the Open Reaction Database (ORD), a public repository of structured organic reaction records. describe an organic reaction: reactants, conditions, products, and yield Reactants: CC#N, Cl, O=C(Cl)C12CCN(CC1)CC2, N. As a reaction SMILES: [CH3:14][C:15]#[N:16].[ClH:1].[N:2]12[CH2:3][CH2:4][C:5]([C:10]([Cl:11])=[O:12])([CH2:6][CH2:7]1)[CH2:8][CH2:9]2.[NH3:13]>>[N:2]12[CH2:3][CH2:4][C:5]([C:10]#[N:13])([CH2:6][CH2:7]1)[CH2:8][CH2:9]2. The product is N#CC12CCN(CC1)CC2. The reactants are COCCNC(=O)[C@@H]1CCNC(CCSC2=NC(=NC(C3=C(C=C(C(C(N1)=O)=C3)C)C)=C2)N)=O ((S)-4-amino-18,20-dimethyl-10,16-dioxo-7-thia-3,5,11,15-tetraazatricyclo[15.3.1.12,6]docosa-1(20),2(22),3,5,17(21),18-hexaene-14-carboxylic acid (2-methoxyethyl)amide), COCCN (2-methoxyethylamine). Yields the product COCCNC(=O)[C@@H]1CCNC(CCSC2=NC(=NC(C3=C(C=C(C(C(N1)=O)=C3)C)C)=C2)N)=O ((S)-4-amino-18,20-dimethyl-10,16-dioxo-7-thia-3,5,11,15-tetraazatricyclo[15.3.1.12,6]docosa-1(20),2(22),3,5,17(21),18-hexaene-14-carboxylic acid (2-methoxyethyl)amide), NC1=NC=2C3=C(C=C(C(C(N[C@@H](CCNC(CCSC(=N1)C2)=O)C(=O)O)=O)=C3)C)C ((S)-4-amino-18,20-dimethyl-10,16-dioxo-7-thia-3,5,11,15-tetraazatricyclo[15.3.1.12,6]docosa-1(20),2(22),3,5,17(21),18-hexaene-14-carboxylic acid). As a reaction SMILES: C[O:2]CCN.[CH3:6][O:7][CH2:8][CH2:9][NH:10][C:11]([C@H:13]1[NH:32][C:31](=[O:33])[C:30]2=[CH:34][C:26](=[C:27]([CH3:36])[CH:28]=[C:29]2[CH3:35])[C:25]2=[CH:37][C:21](=[N:22][C:23]([NH2:38])=[N:24]2)[S:20][CH2:19][CH2:18][C:17](=[O:39])[NH:16][CH2:15][CH2:14]1)=[O:12]>>[CH3:6][O:7][CH2:8][CH2:9][NH:10][C:11]([C@H:13]1[NH:32][C:31](=[O:33])[C:30]2=[CH:34][C:26](=[C:27]([CH3:36])[CH:28]=[C:29]2[CH3:35])[C:25]2=[CH:37][C:21](=[N:22][C:23]([NH2:38])=[N:24]2)[S:20][CH2:19][CH2:18][C:17](=[O:39])[NH:16][CH2:15][CH2:14]1)=[O:12].[NH2:38][C:23]1[N:22]=[C:21]2[CH:37]=[C:25]([C:26]3[CH:34]=[C:30]([C:31](=[O:33])[NH:32][C@H:13]([C:11]([OH:12])=[O:2])[CH2:14][CH2:15][NH:16][C:17](=[O:39])[CH2:18][CH2:19][S:20]2)[C:29]([CH3:35])=[CH:28][C:27]=3[CH3:36])[N:24]=1. Procedure: According to the method of Example 2-14 except that 2-methoxyethylamine (15 μl, 0.175 mmol) was used instead of methylamine, (S)-4-amino-18,20-dimethyl-10,16-dioxo-7-thia-3,5,11,15-tetraazatricyclo[15.3.1.12,6]docosa-1(20),2(22),3,5,17(21),18-hexaene-14-carboxylic acid (2-methoxyethyl)amide (Compound 66) (16 mg) was obtained as a white solid material from (S)-4-amino-18,20-dimethyl-10,16-dioxo-7-thia-3,5,11,15-tetraazatricyclo[15.3.1.12,6]docosa-1(20),2(22),3,5,17(21),18-hexaene-14-carboxylic ac...